The task is: describe an organic reaction: reactants, conditions, products, and yield. This data is from the Open Reaction Database (ORD), a public repository of structured organic reaction records. The reactants are S(=O)(=O)([O-])[O-].[Ca+2] (calcium sulfate), S(=O)(=O)([O-])[O-].[Ca+2] (calcium sulfate). Solvent: O (water), O (water), O (water), O (water). Yields the product O.S(=O)(=O)([O-])[O-].[Ca+2].[Ca+2].S(=O)(=O)([O-])[O-] (Calcium sulfate hemihydrate). Reaction SMILES: [S:1]([O-:5])([O-:4])(=[O:3])=[O:2].[Ca+2:6]>O>[OH2:2].[S:1]([O-:5])([O-:4])(=[O:3])=[O:2].[Ca+2:6].[Ca+2:6].[S:1]([O-:5])([O-:4])(=[O:3])=[O:2] |f:0.1,3.4.5.6.7|. Procedure details: During the reaction, more water, in addition to what is needed for solification, is needed for stirring thoroughly reactants. The more water adds into, the much time of solification needs. After the reaction completes, excess of water still remained inside the structure of calcium sulfate distills into vapors and voids form accordingly. Therefore, the more water adds in, the weaker of the structural strength of calcium sulfate becomes. Calcium sulfate hemihydrate is obtained by dehydrating calci... Reactants: C(C)(=O)OC1CCN(C2=NC(=C(N=C21)C2=CC=C(C=C2)C)C2=CC=C(C=C2)C)CCCCCCC(=O)OCC (rac-Ethyl 7-(8-acetoxy-2,3-dip-tolyl-7,8-dihydropyrido[2,3-b]pyrazin-5(6H)-yl)heptanoate), [OH-].[Na+] (sodium hydroxide), Cl (HCl). The solvent is C(C)O (ethanol). Conditions: time 18 hour. Product: OC1CCN(C2=NC(=C(N=C21)C2=CC=C(C=C2)C)C2=CC=C(C=C2)C)CCCCCCC(=O)O (rac-7-(8-Hydroxy-2,3-dip-tolyl-7,8-dihydropyrido[2,3-b]pyrazin-5(6H)-yl)heptanoic acid). RXN SMILES: C([O:4][CH:5]1[C:14]2[C:9](=[N:10][C:11]([C:22]3[CH:27]=[CH:26][C:25]([CH3:28])=[CH:24][CH:23]=3)=[C:12]([C:15]3[CH:20]=[CH:19][C:18]([CH3:21])=[CH:17][CH:16]=3)[N:13]=2)[N:8]([CH2:29][CH2:30][CH2:31][CH2:32][CH2:33][CH2:34][C:35]([O:37]CC)=[O:36])[CH2:7][CH2:6]1)(=O)C.[OH-].[Na+].Cl>C(O)C>[OH:4][CH:5]1[C:14]2[C:9](=[N:10][C:11]([C:22]3[CH:27]=[CH:26][C:25]([CH3:28])=[CH:24][CH:23]=3)=[C:12]([C:15]3[CH:16]=[CH:17][C:18]([CH3:21])=[CH:19][CH:20]=3)[N:13]=2)[N:8]([CH2:29][CH2:30][CH2:31][CH2:32][CH2:33][CH2:34][C:35]([OH:37])=[O:36])[CH2:7][CH2:6]1 |f:1.2|. Reported procedure: To rac-ethyl 7-(8-acetoxy-2,3-dip-tolyl-7,8-dihydropyrido[2,3-b]pyrazin-5(6H)-yl)heptanoate (step 1) (75 mg, 0.142 mmol) in ethanol (2 ml) was added 2M sodium hydroxide (0.283 ml, 0.566 mmol). The reaction mixture was stirred at room temperature for 18 hours. The mixture was acidified with 2M HCl (0.283 ml) and the solvent was removed in vacuo. To the residue was added DCM and water. The organic portion was separated, dried (MgSO4), filtered and concentrated in vacuo to afford the title compound... The reactants are CS(C)=O, NCc1ccc(N2CCCCCC2)c(F)c1, CCC(C(=O)O)c1cccc2cnccc12, O=C(O)Cc1cccc2cnccc12. Yields the product CCC(C(=O)NCc1ccc(N2CCCCCC2)c(F)c1)c1cccc2cnccc12. As a reaction SMILES: [CH3:47][S:48]([CH3:49])=[O:50].[N:1]1([c:8]2[c:9]([F:16])[cH:10][c:11]([CH2:12][NH2:13])[cH:14][cH:15]2)[CH2:2][CH2:3][CH2:4][CH2:5][CH2:6][CH2:7]1.[cH:17]1[n:18][cH:19][cH:20][c:21]2[c:22]([CH:27]([C:28](=[O:29])[OH:30])[CH2:31][CH3:32])[cH:23][cH:24][cH:25][c:26]12.[cH:33]1[c:34]2[c:35]([c:36]([CH2:37][C:38]([OH:39])=[O:40])[cH:41][cH:42][cH:43]2)[cH:44][cH:45][n:46]1>>[N:1]1([c:8]2[c:9]([F:16])[cH:10][c:11]([CH2:12][NH:13][C:28]([CH:27]([c:22]3[c:21]4[cH:20][cH:19][n:18][cH:17][c:26]4[cH:25][cH:24][cH:23]3)[CH2:31][CH3:32])=[O:29])[cH:14][cH:15]2)[CH2:2][CH2:3][CH2:4][CH2:5][CH2:6][CH2:7]1. Starting materials: Nc1ccccc1, CC(C)(CC(O)(C=O)C(F)(F)F)c1ccccc1. Product: CC(C)(CC(O)(C=Nc1ccccc1)C(F)(F)F)c1ccccc1. As a reaction SMILES: [NH2:19][c:20]1[cH:21][cH:22][cH:23][cH:24][cH:25]1.[OH:1][C:2]([CH:3]=[O:4])([CH2:5][C:6]([CH3:7])([c:8]1[cH:9][cH:10][cH:11][cH:12][cH:13]1)[CH3:14])[C:15]([F:16])([F:17])[F:18]>>[OH:1][C:2]([CH:3]=[N:19][c:20]1[cH:21][cH:22][cH:23][cH:24][cH:25]1)([CH2:5][C:6]([CH3:7])([c:8]1[cH:9][cH:10][cH:11][cH:12][cH:13]1)[CH3:14])[C:15]([F:16])([F:17])[F:18]. The reactants are O (water), polyglycol octyl phenyl ether, C(C)(C)OC(C)C.[Al] (aluminum isopropyloxide), Cl (HCl), chlorauric acid. Run in C(C)O (ethanol). Product: CC([O-])C.[Al+3].CC([O-])C.CC([O-])C (AIP), chlorauric acid. As a reaction SMILES: [CH:1]([O:4]C(C)C)([CH3:3])[CH3:2].[Al:8].Cl.O.[NH:11]1[C:21](=[O:22])[C:20]2[NH:19][C:17](=[O:18])[NH:16][C:15]=2[NH:14][ClH:12]1=[O:13]>C(O)C>[CH3:2][CH:1]([CH3:3])[O-:4].[Al+3:8].[CH3:2][CH:1]([CH3:3])[O-:4].[CH3:2][CH:1]([CH3:3])[O-:4].[NH:11]1[C:21](=[O:22])[C:20]2[NH:19][C:17](=[O:18])[NH:16][C:15]=2[NH:14][ClH:12]1=[O:13] |f:0.1,6.7.8.9|. Reported procedure: In this example, 3 grams of aluminum isopropyloxide is first dissolved in anhydrous ethanol. The pH is adjusted to 2 by HCl. 10 ml of a non-ionic surfactant polyglycol octyl phenyl ether is then added to the solution. 4 ml of a water solution of chlorauric acid which has a concentration of 0.04 mol/L is then added. After thorough mixing, a homogeneous, transparent light yellow colored AIP (aluminum isopropoxide), chlorauric acid and surfactant mixture is obtained. By slowly adding 15 ml 3 wt. % ... The solvent is C1CCOC1 (THF), C1CCOC1 (THF), C(=O)(O)[O-].[Na+] (NaHCO3). Yields the product ClC1=C(C(=O)C2=C(N3N(CCC3)C2=O)C2=NC(=NC=C2)OC2=CC=CC=C2)C=CC=C1 (2-(2-chlorobenzoyl)-3-(2-phenoxy-pyrimidin-4-yl)-6,7-dihydro-5H-pyrazolo[1,2-a]pyrazol-1-one). Procedure details: To a solution of phenol (0.04 g, 0.43 mmol) in THF (1 mL) is added sodium hydride (0.02 g of a 60% dispersion in mineral oil, 0.32 mmol). After stirring 5 min at room temperature a solution of 2-(2-chloro-benzoyl)-3-(2-methanesulfonyl-pyrimidin-4-yl)-6,7-dihydro-5H-pyrazolo[1,2-a]pyrazol-1-one, 24, (0.09 g, 0.21 mmol) in THF (2 mL) is added to the reaction mixture. After stirring 1.5 hours at room temperature, the mixture is diluted with aqueous saturated NaHCO3. The aqueous phase is extracted t... Conditions: time 1.5 hour. RXN SMILES: [C:1]1([OH:7])[CH:6]=[CH:5][CH:4]=[CH:3][CH:2]=1.[H-].[Na+].[Cl:10][C:11]1[CH:37]=[CH:36][CH:35]=[CH:34][C:12]=1[C:13]([C:15]1[C:22](=[O:23])[N:18]2[CH2:19][CH2:20][CH2:21][N:17]2[C:16]=1[C:24]1[CH:29]=[CH:28][N:27]=[C:26](S(C)(=O)=O)[N:25]=1)=[O:14]>C1COCC1.C([O-])(O)=O.[Na+]>[Cl:10][C:11]1[CH:37]=[CH:36][CH:35]=[CH:34][C:12]=1[C:13]([C:15]1[C:22](=[O:23])[N:18]2[CH2:19][CH2:20][CH2:21][N:17]2[C:16]=1[C:24]1[CH:29]=[CH:28][N:27]=[C:26]([O:7][C:1]2[CH:6]=[CH:5][CH:4]=[CH:3][CH:2]=2)[N:25]=1)=[O:14] |f:1.2,5.6|. Reactants: C1(=CC=CC=C1)O (phenol), [H-].[Na+] (sodium hydride), ClC1=C(C(=O)C2=C(N3N(CCC3)C2=O)C2=NC(=NC=C2)S(=O)(=O)C)C=CC=C1 (2-(2-chloro-benzoyl)-3-(2-methanesulfonyl-pyrimidin-4-yl)-6,7-dihydro-5H-pyrazolo[1,2-a]pyrazol-1-one). Starting materials: CCN1CCN(c2nc(Br)cc3ccccc23)CC1, CCCC[Sn](CCCC)(CCCC)c1ccc(C2(CCOC(C)=O)CCOCC2)cc1, CCOC(C)=O, Cc1ccccc1C. Yields the product CCN1CCN(c2nc(-c3ccc(C4(CCOC(C)=O)CCOCC4)cc3)cc3ccccc23)CC1. RXN SMILES: [Br:32][c:33]1[n:34][c:35]([N:43]2[CH2:44][CH2:45][N:46]([CH2:49][CH3:50])[CH2:47][CH2:48]2)[c:36]2[cH:37][cH:38][cH:39][cH:40][c:41]2[cH:42]1.[C:1]([CH3:2])(=[O:3])[O:4][CH2:5][CH2:6][C:7]1([c:13]2[cH:14][cH:15][c:16]([Sn:19]([CH2:20][CH2:21][CH2:22][CH3:23])([CH2:24][CH2:25][CH2:26][CH3:27])[CH2:28][CH2:29][CH2:30][CH3:31])[cH:17][cH:18]2)[CH2:8][CH2:9][O:10][CH2:11][CH2:12]1.[CH3:59][CH2:60][O:61][C:62](=[O:63])[CH3:64].[c:51]1([CH3:52])[c:53]([CH3:54])[cH:55][cH:56][cH:57][cH:58]1>>[C:1]([CH3:2])(=[O:3])[O:4][CH2:5][CH2:6][C:7]1([c:13]2[cH:14][cH:15][c:16](-[c:33]3[n:34][c:35]([N:43]4[CH2:44][CH2:45][N:46]([CH2:49][CH3:50])[CH2:47][CH2:48]4)[c:36]4[cH:37][cH:38][cH:39][cH:40][c:41]4[cH:42]3)[cH:17][cH:18]2)[CH2:8][CH2:9][O:10][CH2:11][CH2:12]1.